describe an organic reaction: reactants, conditions, products, and yield From a dataset of the Open Reaction Database (ORD), a public repository of structured organic reaction records. Starting materials: CCOC(=O)C1Cc2c(n(C)c3ccc(OC)cc23)C1, CN, CCO. Product: CNC(=O)C1Cc2c(n(C)c3ccc(OC)cc23)C1. As a reaction SMILES: [CH2:1]([O:3][C:4](=[O:2])[CH:6]1[CH2:7][c:8]2[c:9]([n:10]([CH3:19])[c:11]3[cH:12][cH:13][c:14]([O:17][CH3:18])[cH:15][c:16]23)[CH2:20]1)[CH3:5].[CH3:21][NH2:22].[CH3:23][CH2:24][OH:25]>>[O:3]=[C:4]([CH:6]1[CH2:7][c:8]2[c:9]([n:10]([CH3:19])[c:11]3[cH:12][cH:13][c:14]([O:17][CH3:18])[cH:15][c:16]23)[CH2:20]1)[NH:22][CH3:21]. The reactants are O (water), NC1=CC=C(C(=N1)NC(=O)C(C)(C)C)OC (6-Amino-2-(tert-butylcarbonyl)amino-3-methoxypyridine), ClC1=NC=C(C(=N1)Cl)F (2,4-dichloro-5-fluoropyrimidine), O (water). Run in CO (methanol). Product: C(C)(C)(C)C(=O)NC1=NC(=CC=C1OC)NC1=NC(=NC=C1F)Cl (N4-[2-(tert-butylcarbonyl)amino-3-methoxypyrid-6-yl]-2-chloro-5-fluoro-4-pyrimidineamine). RXN SMILES: [NH2:1][C:2]1[N:7]=[C:6]([NH:8][C:9]([C:11]([CH3:14])([CH3:13])[CH3:12])=[O:10])[C:5]([O:15][CH3:16])=[CH:4][CH:3]=1.[Cl:17][C:18]1[N:23]=[C:22](Cl)[C:21]([F:25])=[CH:20][N:19]=1.O>CO>[C:11]([C:9]([NH:8][C:6]1[C:5]([O:15][CH3:16])=[CH:4][CH:3]=[C:2]([NH:1][C:20]2[C:21]([F:25])=[CH:22][N:23]=[C:18]([Cl:17])[N:19]=2)[N:7]=1)=[O:10])([CH3:13])([CH3:12])[CH3:14]. Procedure details: A homogeneous mixture of 6-amino-2-(tert-butylcarbonyl)amino-3-methoxypyridine (35) (1.5 g, 6.72 mmol) and 2,4-dichloro-5-fluoropyrimidine (53) (1.68 g, 10 mmol) in methanol:water (20 mL, each) was stirred at 60° C. for 48 hours. The reaction mixture upon dilution with water (100 mL) gave a solid, which was isolated by filtration to obtain N4-[2-(tert-butylcarbonyl)amino-3-methoxypyrid-6-yl]-2-chloro-5-fluoro-4-pyrimidineamine. LCMS: purity: 89%; MS (m/z): 354 (MH+). The reactants are C(C1=CC=CC=C1)OC(=O)C(C(=O)O)OC (Benzyloxy carbonyl methoxy-acetic acid), S(=O)(Cl)Cl (Thionyl chloride). Yields the product C(C1=CC=CC=C1)OC(C(OC)C(=O)Cl)=O (chloro carbonyl methoxy-acetic acid benzyl ester). RXN SMILES: [CH2:1]([O:8][C:9]([CH:11]([O:15][CH3:16])[C:12](O)=[O:13])=[O:10])[C:2]1[CH:7]=[CH:6][CH:5]=[CH:4][CH:3]=1.S(Cl)([Cl:19])=O>>[CH2:1]([O:8][C:9](=[O:10])[CH:11]([C:12]([Cl:19])=[O:13])[O:15][CH3:16])[C:2]1[CH:7]=[CH:6][CH:5]=[CH:4][CH:3]=1. Procedure: A solution of Benzyloxy carbonyl methoxy-acetic acid (40 g) and Thionyl chloride (80 ml) was stirred at reflux temperature for 3 hours. Excess Thionyl chloride was distilled off, to the residue was added toluene (100 ml) and distilled off the solvent completely to get chloro carbonyl methoxy-acetic acid benzyl ester (40 g) as a light brown liquid which was used without further purification. Starting materials: enzyme solution, C(=O)([O-])[C@@H](O)[C@H](O)C(=O)[O-] (d-tartrate), 20, C(=O)([O-])[C@@H](O)[C@H](O)C(=O)[O-] (d-tartrate), [Cl-].[Ca+2].[Cl-] (calcium chloride), tris-HCl, suspension, S(=O)(=O)([O-])[O-].[NH4+].[NH4+] (ammonium sulfate), disodium cis-epoxysuccinate. The solvent is O (water), tris-HCl. Reaction conditions: time 8 hour. The product is C([C@@H](O)[C@H](O)C(=O)O)(=O)O (d-tartaric acid). Reaction SMILES: [C:1]([C@H:4]([C@@H:6]([C:8]([O-:10])=[O:9])[OH:7])[OH:5])([O-:3])=[O:2].S([O-])([O-])(=O)=O.[NH4+].[NH4+].[Cl-].[Ca+2].[Cl-]>O>[C:8]([OH:10])(=[O:9])[C@H:6]([C@@H:4]([C:1]([OH:3])=[O:2])[OH:5])[OH:7] |f:1.2.3,4.5.6|. Reported procedure: The cells of Ach. tartarogenes nov. sp. TORAY 1246 (FERM-P 2507), obtained from 3 liters of the culture broth prepared as described in Example 1, were suspended in 10 mM tris-HCl buffer (pH 7.6) to make 200 ml. The suspension contained 5.3 g of the cells and 34200 units of d-tartrate epoxidase activity. One hundred ml of the suspension were treated by a French Press and a sonic oscillator. To the supernatant fluid resulting from centrifugation at 7000 r.p.m. for 15 minutes of the treated cell su... Reactants: C1CCOC1, CCO, O=[N+]([O-])c1ccc(C2CC2)cc1F, [Cl-], [Fe], [NH4+], O. The product is Nc1ccc(C2CC2)cc1F. As a reaction SMILES: [CH2:19]1[O:20][CH2:21][CH2:22][CH2:23]1.[CH3:16][CH2:17][OH:18].[CH:1]1([c:4]2[cH:5][c:6]([F:13])[c:7]([N+:10]([O-:11])=[O:12])[cH:8][cH:9]2)[CH2:2][CH2:3]1.[Cl-:14].[Fe:25].[NH4+:15].[OH2:24]>>[CH:1]1([c:4]2[cH:5][c:6]([F:13])[c:7]([NH2:10])[cH:8][cH:9]2)[CH2:2][CH2:3]1. The reactants are COC(=O)c1cc(-c2c(Br)cnn2C)c(C)s1, O=C([O-])[O-], C1COCCO1, [K+], [K+], O. The product is C=Cc1cnn(C)c1-c1cc(C(=O)OC)sc1C. Reaction SMILES: [Br:1][c:2]1[cH:3][n:4][n:5]([CH3:17])[c:6]1-[c:7]1[cH:8][c:9]([C:13](=[O:14])[O:15][CH3:16])[s:10][c:11]1[CH3:12].[C:18](=[O:19])([O-:20])[O-:21].[CH2:24]1[CH2:25][O:29][CH2:28][CH2:27][O:26]1.[K+:22].[K+:23].[OH2:30]>>[c:2]1([CH:24]=[CH2:25])[cH:3][n:4][n:5]([CH3:17])[c:6]1-[c:7]1[cH:8][c:9]([C:13](=[O:14])[O:15][CH3:16])[s:10][c:11]1[CH3:12]. Starting materials: N1(N=NC=C1)CCOC1=CC=C(N)C=C1 (4-[2-(1,2,3-triazol-1-yl)ethoxy]aniline), N#CN (cyanamide), [N+](=O)(O)[O-] (HNO3), NC(=N)N (guanidine). Yields the product [N+](=O)([O-])[O-].N1(N=NC=C1)CCOC1=CC=C(C=C1)NC(=[NH2+])N (4-[2-(1,2,3-Triazol-1-yl)ethoxy]phenylguanidinium nitrate), desired material. RXN SMILES: [N:1]1([CH2:6][CH2:7][O:8][C:9]2[CH:15]=[CH:14][C:12]([NH2:13])=[CH:11][CH:10]=2)[CH:5]=[CH:4][N:3]=[N:2]1.[N:16]#[C:17][NH2:18].[N+:19]([O-:22])([OH:21])=[O:20].NC(N)=N>>[N+:19]([O-:22])([O-:21])=[O:20].[N:1]1([CH2:6][CH2:7][O:8][C:9]2[CH:15]=[CH:14][C:12]([NH:13][C:17]([NH2:18])=[NH2+:16])=[CH:11][CH:10]=2)[CH:5]=[CH:4][N:3]=[N:2]1 |f:4.5|. Procedure details: The title compound was prepared from 4-[2-(1,2,3-triazol-1-yl)ethoxy]aniline (4.91 g, 24.07 mmol), cyanamide (1.56 g, 40.97 mmol) and concentrated HNO3 (1.58 mL, 26.47 mmol) in a manner similar to the guanidine of Example 1 to give the desired material (4.7 g) as an off-white solid, m.p.>250°. δH (d6DMSO) 9.33 (1H, s), 8.20 (1H, s), 7.74 (1H, s), 7.17-7.14 (6H, m), 7.00-6.97 (2H, m), 4.79 (2H, t, J 4.95 Hz) and 4.41 (2H, t, J 4.95 Hz).